From a dataset of the Open Reaction Database (ORD), a public repository of structured organic reaction records. describe an organic reaction: reactants, conditions, products, and yield The reactants are CO, O=[N+]([O-])c1cnc2nn(-c3ccccc3)cc2c1, [Pd]. The product is Nc1cnc2nn(-c3ccccc3)cc2c1. As a reaction SMILES: [CH3:20][OH:21].[N+:1]([O-:2])(=[O:3])[c:4]1[cH:5][c:6]2[c:7]([n:8][cH:9]1)[n:10][n:11](-[c:13]1[cH:14][cH:15][cH:16][cH:17][cH:18]1)[cH:12]2.[Pd:19]>>[NH2:1][c:4]1[cH:5][c:6]2[c:7]([n:8][cH:9]1)[n:10][n:11](-[c:13]1[cH:14][cH:15][cH:16][cH:17][cH:18]1)[cH:12]2. Reactants: C(=O)(OC(C)(C)C)NC1(CCC1)C(=O)O (N-Boc-1-aminocyclobutane carboxylic acid), C(CCl)Cl (EDC), N1=CC=CC=C1 (pyridine), C(C1=CC=CC=C1)O (benzyl alcohol). Reagents/catalysts: CN(C)C=1C=CN=CC1 (DMAP). The solvent is ClCCl (dichloromethane), ClCCl (dichloromethane). Run at time 16 hour. Product: C(C1=CC=CC=C1)OC(=O)C1(CCC1)NC(=O)OC(C)(C)C (1-tert-Butoxycarbonylamino-cyclobutanecarboxylic acid benzyl ester). RXN SMILES: [C:1]([NH:8][C:9]1([C:13]([OH:15])=[O:14])[CH2:12][CH2:11][CH2:10]1)([O:3][C:4]([CH3:7])([CH3:6])[CH3:5])=[O:2].C(Cl)CCl.N1C=CC=CC=1.[CH2:26](O)[C:27]1[CH:32]=[CH:31][CH:30]=[CH:29][CH:28]=1>ClCCl.CN(C1C=CN=CC=1)C>[CH2:26]([O:14][C:13]([C:9]1([NH:8][C:1]([O:3][C:4]([CH3:7])([CH3:6])[CH3:5])=[O:2])[CH2:12][CH2:11][CH2:10]1)=[O:15])[C:27]1[CH:32]=[CH:31][CH:30]=[CH:29][CH:28]=1. Procedure: To a solution of 2.0 g N-Boc-1-aminocyclobutane carboxylic acid in 100 ml dichloromethane were added 2.1 g EDC, 1.4 g DMAP, 2.2 ml pyridine and 4.8 ml benzyl alcohol. After stirring for 16 h the mixture was diluted with dichloromethane and washed with 0.1 M HCl and saturated aqueous NaHCO3. The crude product obtained after evaporation of the solvent was purified by chromatography on silica using heptane/ethyl acetate 2/1 as eluent. Reactants: O.CS(=O)(=O)O (Methanesulfonic acid hydrate), amorphous free base, CS(=O)(=O)O (Methanesulfonic Acid). Solvent: C(C)(C)O (isopropanol). Conditions: temperature 45 celsius, time 1 hour. Product: S(C)(=O)(=O)[O-] (mesylate), CS(=O)(=O)O (Methanesulfonic Acid). RXN SMILES: [CH3:1][S:2]([OH:5])(=[O:4])=[O:3].O.[CH3:7][S:8]([OH:11])(=[O:10])=[O:9]>C(O)(C)C>[S:2]([O-:5])(=[O:4])(=[O:3])[CH3:1].[CH3:7][S:8]([OH:11])(=[O:10])=[O:9] |f:1.2|. Reported procedure: To a 25-mL 3-neck flask under an inert nitrogen atmosphere, 3 mL of isopropanol (IPA) was charged. A slurry was prepared by adding 225 mg amorphous free base of Compound 1 to the flask. The slurry was warmed to a temperature of 45° C. Methanesulfonic acid hydrate (98.0 mg) was then added to the slurry. The slurry was stirred at 45° C. for one hour, then cooled to 22° C. to produce a thick crystalline slurry. The slurry was filtered and washed with IPA (2×1 mL). Excess IPA was removed from the cr... Reactants: N1=CC(=CC=C1)NC(OC(C)(C)C)=O (tert-butyl 3-pyridinylcarbamate). The reagents and catalysts are [Rh] (rhodium on carbon). The solvent is C(C)O (ethanol). Reaction conditions: time 24 hour. Yields the product N1CC(CCC1)NC(OC(C)(C)C)=O (tert-butyl 3-piperidinylcarbamate). Reaction SMILES: [N:1]1[CH:6]=[CH:5][CH:4]=[C:3]([NH:7][C:8](=[O:14])[O:9][C:10]([CH3:13])([CH3:12])[CH3:11])[CH:2]=1>C(O)C.[Rh]>[NH:1]1[CH2:6][CH2:5][CH2:4][CH:3]([NH:7][C:8](=[O:14])[O:9][C:10]([CH3:12])([CH3:11])[CH3:13])[CH2:2]1. Reported procedure: A mixture of tert-butyl 3-pyridinylcarbamate (2.2 g) and 5% rhodium on carbon (200 mg) in ethanol (50 mL) at 25° C. in a paar apparatus was stirred under hydrogen at 60 pounds per square inch for 24 hours, filtered through diatomaceous earth (Celite®), and concentrated. 1H NMR (300 MHz, CDCl3) δ 5.86 (b, 1H), 3.59 (b, 1H), 3.07 (dd, 1H), 2.84 (m, 1H), 2.68 (m, 1H), 2.55 (m, 1H), 2.10 (s, 1H), 1.82 (m, 1H), 1.68 (m, 1H), 1.50 (m, 1H), 1.46 (s, 9H). As a reaction SMILES: [O:1]1[C:5]2([CH2:10][CH2:9][NH:8][CH2:7][CH2:6]2)[CH2:4][NH:3][C:2]1=[O:11].[C:12]1([O:22][CH2:23][CH:24]2[O:26][CH2:25]2)[C:21]2[C:16](=[CH:17][CH:18]=[CH:19][CH:20]=2)[CH:15]=[CH:14][CH:13]=1.CO>C1(C)C=CC=CC=1>[C:12]1([O:22][CH2:23][CH:24]([OH:26])[CH2:25][N:8]2[CH2:7][CH2:6][C:5]3([O:1][C:2](=[O:11])[NH:3][CH2:4]3)[CH2:10][CH2:9]2)[C:21]2[C:16](=[CH:17][CH:18]=[CH:19][CH:20]=2)[CH:15]=[CH:14][CH:13]=1. Isolated yield 73.4%. Procedure: A mixture of 2 g 1-oxa-3,8-diazaspiro[4.5]-decan 2-one, 3.12 g 2,3-epoxypropyl 1-naphthyl ether, 5 ml methanol and 10 ml toluene is heated at reflux for 5 hours. The solvent is removed by evaporation in vacuum. The residue is filtered through 20 g silica gel with 5% methanol/methylene chloride. Evaporation of solvent and recrystalization from ethyl acetate affords 3.35 g 8-[3-(1-naphthyloxy)-2-hydroxypropyl]-1-oxa-3,8-diazaspiro[4.5]decan-2-one, mp 178°-179°. Reactants: O1C(NCC12CCNCC2)=O (1-oxa-3,8-diazaspiro[4.5]-decan 2-one), C1(=CC=CC2=CC=CC=C12)OCC1CO1 (2,3-epoxypropyl 1-naphthyl ether), CO (methanol). Product: C1(=CC=CC2=CC=CC=C12)OCC(CN1CCC2(CNC(O2)=O)CC1)O (8-[3-(1-naphthyloxy)-2-hydroxypropyl]-1-oxa-3,8-diazaspiro[4.5]decan-2-one). The solvent is C1(=CC=CC=C1)C (toluene).